The task is: describe an organic reaction: reactants, conditions, products, and yield. This data is from the Open Reaction Database (ORD), a public repository of structured organic reaction records. Starting materials: O=C(O)CCCCC1CCCCC1, ClCCl, c1nc2c([nH]1)CCNC2. Yields the product O=C(CCCCC1CCCCC1)N1CCc2[nH]cnc2C1. As a reaction SMILES: [CH:1]1([CH2:7][CH2:8][CH2:9][CH2:10][C:11](=[O:12])[OH:13])[CH2:2][CH2:3][CH2:4][CH2:5][CH2:6]1.[Cl:23][CH2:24][Cl:25].[nH:14]1[cH:15][n:16][c:17]2[c:22]1[CH2:21][CH2:20][NH:19][CH2:18]2>>[CH:1]1([CH2:7][CH2:8][CH2:9][CH2:10][C:11](=[O:13])[N:19]2[CH2:18][c:17]3[n:16][cH:15][nH:14][c:22]3[CH2:21][CH2:20]2)[CH2:2][CH2:3][CH2:4][CH2:5][CH2:6]1. Reactants: CCN(CC)CCNC(=O)CCCCSc1nc(-c2ccccc2)c(-c2ccccc2)[nH]1, COCCO[AlH2-]OCCOC, Cc1ccccc1, [Na+], [Na+], [OH-]. Yields the product CCN(CC)CCNCCCCCSc1nc(-c2ccccc2)c(-c2ccccc2)[nH]1. RXN SMILES: [CH2:13]([CH3:14])[N:15]([CH2:16][CH2:17][NH:18][C:19]([CH2:20][CH2:21][CH2:22][CH2:23][S:24][c:25]1[nH:26][c:27](-[c:36]2[cH:37][cH:38][cH:39][cH:40][cH:41]2)[c:28](-[c:30]2[cH:31][cH:32][cH:33][cH:34][cH:35]2)[n:29]1)=[O:42])[CH2:43][CH3:44].[CH3:2][O:3][CH2:4][CH2:5][O:6][AlH2-:7][O:8][CH2:9][CH2:10][O:11][CH3:12].[CH3:47][c:48]1[cH:49][cH:50][cH:51][cH:52][cH:53]1.[Na+:1].[Na+:46].[OH-:45]>>[CH2:13]([CH3:14])[N:15]([CH2:16][CH2:17][NH:18][CH2:19][CH2:20][CH2:21][CH2:22][CH2:23][S:24][c:25]1[nH:26][c:27](-[c:36]2[cH:37][cH:38][cH:39][cH:40][cH:41]2)[c:28](-[c:30]2[cH:31][cH:32][cH:33][cH:34][cH:35]2)[n:29]1)[CH2:43][CH3:44].